Dataset: the Open Reaction Database (ORD), a public repository of structured organic reaction records. Task: describe an organic reaction: reactants, conditions, products, and yield Reactants: OC1=CC(=NC2=C(C(=CC=C12)OC)C)N1N=C(C=C1C)C (4-hydroxy-2-(3,5-dimethylpyrazol-1-yl)-7-methoxy-8-methylquinoline), intermediate 26, COC1=CC=C2C(=CC(=NC2=C1C)C=1SC=CN1)OC1CC2C(N(CCCCC=CC3CC3(NC(C2C1)=O)C(=O)O)C)=O (17-[7-methoxy-8-methyl-2-(thiazol-2-yl)quinolin-4-yloxy]-13-methyl-2,14-dioxo-3,13-diazatricyclo[13.3.0.04,6]octadec-7-ene-4-carboxylic acid). The product is CC1=NN(C(=C1)C)C1=NC2=C(C(=CC=C2C(=C1)OC1CC2C(N(CCCCC=CC3CC3(NC(C2C1)=O)C(=O)O)C)=O)OC)C (17-[2-(3,5-dimethylpyrazol-1-yl)-7-methoxy-8-methylquinolin-4-yloxy]-13-methyl-2,14-dioxo-3,13-diazatricyclo[13.3.0.04,6]octadec-7-ene-4-carboxylic acid). As a reaction SMILES: [OH:1][C:2]1[C:11]2[C:6](=[C:7]([CH3:14])[C:8]([O:12][CH3:13])=[CH:9][CH:10]=2)[N:5]=[C:4]([N:15]2[C:19]([CH3:20])=[CH:18][C:17]([CH3:21])=[N:16]2)[CH:3]=1.COC1C(C)=C2C(C(O[CH:41]3[CH2:58][CH:57]4[CH:43]([C:44](=[O:64])[N:45]([CH3:63])[CH2:46][CH2:47][CH2:48][CH2:49][CH:50]=[CH:51][CH:52]5[C:54]([C:60]([OH:62])=[O:61])([NH:55][C:56]4=[O:59])[CH2:53]5)[CH2:42]3)=CC(C3SC=CN=3)=N2)=CC=1>>[CH3:21][C:17]1[CH:18]=[C:19]([CH3:20])[N:15]([C:4]2[CH:3]=[C:2]([O:1][CH:41]3[CH2:58][CH:57]4[CH:43]([C:44](=[O:64])[N:45]([CH3:63])[CH2:46][CH2:47][CH2:48][CH2:49][CH:50]=[CH:51][CH:52]5[C:54]([C:60]([OH:62])=[O:61])([NH:55][C:56]4=[O:59])[CH2:53]5)[CH2:42]3)[C:11]3[C:6](=[C:7]([CH3:14])[C:8]([O:12][CH3:13])=[CH:9][CH:10]=3)[N:5]=2)[N:16]=1. Procedure details: The title compound was prepared from 4-hydroxy-2-(3,5-dimethylpyrazol-1-yl)-7-methoxy-8-methylquinoline (129) and intermediate 26 following the procedure (Step D-F) reported for the preparation of 17-[7-methoxy-8-methyl-2-(thiazol-2-yl)quinolin-4-yloxy]-13-methyl-2,14-dioxo-3,13-diazatricyclo[13.3.0.04,6]octadec-7-ene-4-carboxylic acid (29): m/z=616 (M+H)+. Reactants: CC1(OC[C@@H]([C@@H](O1)C1=CC=CC=C1)N)C ((4S,5S)-2,2-dimethyl-4-phenyl-1,3-dioxan-5-amine), ClC1=C(C=CC(=C1)Cl)N=C=S (2,4-dichlorophenyl isothiocyanate). Run in CCCCC (pentane), ClCCl (dichloromethane). Reaction conditions: time 24 hour. Yields the product ClC1=C(C=CC(=C1)Cl)NC(=S)N[C@@H]1[C@@H](OC(OC1)(C)C)C1=CC=CC=C1 (1-(2,4-Dichloro-phenyl)-3-((4S,5S)-2,2-dimethyl-4-phenyl-[1,3]dioxan-5-yl)-thiourea). Isolated yield 67.4%. Reaction SMILES: [CH3:1][C:2]1([CH3:15])[O:7][C@@H:6]([C:8]2[CH:13]=[CH:12][CH:11]=[CH:10][CH:9]=2)[C@@H:5]([NH2:14])[CH2:4][O:3]1.[Cl:16][C:17]1[CH:22]=[C:21]([Cl:23])[CH:20]=[CH:19][C:18]=1[N:24]=[C:25]=[S:26]>CCCCC.ClCCl>[Cl:16][C:17]1[CH:22]=[C:21]([Cl:23])[CH:20]=[CH:19][C:18]=1[NH:24][C:25]([NH:14][C@H:5]1[CH2:4][O:3][C:2]([CH3:15])([CH3:1])[O:7][C@H:6]1[C:8]1[CH:13]=[CH:12][CH:11]=[CH:10][CH:9]=1)=[S:26]. Reported procedure: To a solution of 130 mg (0.62 mmol) of (4S,5S)-amine 1 in pentane (2.0 mL) was added dropwise a solution of 116 mg (0.62 mmol) of 2,4-dichlorophenyl isothiocyanate in dichloromethane (0.15 mL). After stirring for ˜24 h, a white precipitate was collected, rinsed with pentane, and dried under reduced pressure to yield 172 mg (67%) of the title compound. Starting materials: NN1N=C(C(N=C1SC)=O)C(C)(C)C (2-Amino-3-methylthio-6-t-butyl-5-oxo-2,5-dihydro-1,2,4-triazine), aqueous solution, CNC (dimethylamine). Solvent: N1=CC=CC=C1 (pyridine). Product: NN1N=C(C(N=C1N(C)C)=O)C(C)(C)C (2-amino-3-dimethylamino-6-t-butyl-5-oxo-2,5-dihydro-1,2,4-triazine). The yield is 81.0%. Reaction SMILES: [NH2:1][N:2]1[C:7](SC)=[N:6][C:5](=[O:10])[C:4]([C:11]([CH3:14])([CH3:13])[CH3:12])=[N:3]1.[CH3:15][NH:16][CH3:17]>N1C=CC=CC=1>[NH2:1][N:2]1[C:7]([N:16]([CH3:17])[CH3:15])=[N:6][C:5](=[O:10])[C:4]([C:11]([CH3:14])([CH3:13])[CH3:12])=[N:3]1. Procedure: 2-Amino-3-methylthio-6-t-butyl-5-oxo-2,5-dihydro-1,2,4-triazine (1.0 g) was added to a mixture of a 40% aqueous solution of dimethylamine (5 ml) and pyridine (10 ml), and the resulting mixture was heated with reflux for 5 hours. After the reaction was completed, the reaction mixture was evaporated to dryness under reduced pressure to give a crude product. Recrystallization of the crude product from acetone gave 0.8 g of 2-amino-3-dimethylamino-6-t-butyl-5-oxo-2,5-dihydro-1,2,4-triazine in 81% yi... Reactants: [N-]=[N+]=[N-].[Na+] (Sodium azide), COC(C1=C(C=C(C=C1)CN1C(=NC2=C1C=C(C=C2C)CO)CCC)F)=O (2-Fluoro-4-(6-hydroxymethyl-4-methyl-2-propyl-benzoimidazol-1-ylmethyl)-benzoic acid methyl ester), CCN(C(C)C)C(C)C (DIPEA), CS(=O)(=O)Cl (Methanesulfonyl chloride). The reagents and catalysts are CN(C1=CC=NC=C1)C (4-dimethylaminopyridine). Run in C(Cl)Cl (DCM). Run at time 3 hour. Product: COC(C1=C(C=C(C=C1)CN1C(=NC2=C1C=C(C=C2C)CN=[N+]=[N-])CCC)F)=O (4-(6-Azidomethyl-4-methyl-2-propylbenzoimidazol-1-ylmethyl)-2-fluorobenzoic acid methyl ester). Isolated yield 81.7%. RXN SMILES: [CH3:1][O:2][C:3](=[O:27])[C:4]1[CH:9]=[CH:8][C:7]([CH2:10][N:11]2[C:15]3[CH:16]=[C:17]([CH2:21]O)[CH:18]=[C:19]([CH3:20])[C:14]=3[N:13]=[C:12]2[CH2:23][CH2:24][CH3:25])=[CH:6][C:5]=1[F:26].CCN(C(C)C)C(C)C.CS(Cl)(=O)=O.[N-:42]=[N+:43]=[N-:44].[Na+]>CN(C)C1C=CN=CC=1.C(Cl)Cl>[CH3:1][O:2][C:3](=[O:27])[C:4]1[CH:9]=[CH:8][C:7]([CH2:10][N:11]2[C:15]3[CH:16]=[C:17]([CH2:21][N:42]=[N+:43]=[N-:44])[CH:18]=[C:19]([CH3:20])[C:14]=3[N:13]=[C:12]2[CH2:23][CH2:24][CH3:25])=[CH:6][C:5]=1[F:26] |f:3.4|. Reported procedure: Intermediate (8a) (2.4 g, 6.5 mmol) was added to 125 mL of DCM followed by DIPEA (4.6 mL, 26.1 mmol) and 4-dimethylaminopyridine (80 mg, 653 μmol). Methanesulfonyl chloride (1.0 mL, 13.1 mmol) was then added at 0° C. and the mixture was warmed to room temperature. After 3 hours, the mixture was concentrated and the material redissolved in 40 mL DMF. Sodium azide (467 mg, 7.2 mmol) was added and the mixture was heated at 80° C. for 1 hour. The mixture was then cooled to room temperature. The solu... The reactants are C(C1=CC=CC=C1)OC(=O)N1CCNCC1 (1-Benzyloxycarbonylpiperazine), C1(=CC=CC=C1)N=C=S (phenyl isothiocyanate). Solvent: CC(=O)C (acetone). Reaction conditions: time 1 hour. Product: N(C1=CC=CC=C1)C(=S)N1CCN(CC1)C(=O)OCC1=CC=CC=C1 (1-(anilinocarbothioyl)-4-(benzyloxycarbonyl)piperazine). Reaction SMILES: [CH2:1]([O:8][C:9]([N:11]1[CH2:16][CH2:15][NH:14][CH2:13][CH2:12]1)=[O:10])[C:2]1[CH:7]=[CH:6][CH:5]=[CH:4][CH:3]=1.[C:17]1([N:23]=[C:24]=[S:25])[CH:22]=[CH:21][CH:20]=[CH:19][CH:18]=1>CC(C)=O>[NH:23]([C:24]([N:14]1[CH2:15][CH2:16][N:11]([C:9]([O:8][CH2:1][C:2]2[CH:7]=[CH:6][CH:5]=[CH:4][CH:3]=2)=[O:10])[CH2:12][CH2:13]1)=[S:25])[C:17]1[CH:22]=[CH:21][CH:20]=[CH:19][CH:18]=1. Procedure: 1-Benzyloxycarbonylpiperazine (5.00 g) was dissolved in acetone (50 mL), and phenyl isothiocyanate (2.9 mL) was added thereto under ice-cooling. The mixture was stirred at room temperature for 1 hr. The precipitated solid was collected by filtration to give 1-(anilinocarbothioyl)-4-(benzyloxycarbonyl)piperazine (5.08 g) as a white powder. The reactants are ClC=1C=C2C=C(NC2=CC1)C(=O)O (5-chloroindole-2-carboxylic acid), Cl.CN(CCCN=C=NCC)C (1-(3-dimethylaminopropyl)-3-ethylcarbodiimide hydrochloride), O.ON1N=NC2=C1C=CC=C2 (1-hydroxybenzotriazole monohydrate), FC(C(=O)O)(F)F (trifluoroacetic acid), C(C)(C)(C)OC(=O)N[C@H]1[C@@H](CCC1)N (trans-N-tert-Butoxycarbonyl-1,2-cyclopentane-diamine). The solvent is CN(C=O)C (N,N-dimethylformamide), ClCCl (dichloromethane). Conditions: time 23 hour. The product is Cl.ClC=1C=C2C=C(NC2=CC1)C(=O)N[C@H]1[C@@H](CCC1)N (trans-N-[(5-Chloroindol-2-yl)carbonyl]-1,2-cyclopentanediamine hydrochloride). Isolated yield 138.9%. RXN SMILES: C(O[C:6]([NH:8][C@@H:9]1[CH2:13][CH2:12][CH2:11][C@H:10]1[NH2:14])=[O:7])(C)(C)C.[Cl:15][C:16]1[CH:17]=[C:18]2[C:22](=[CH:23][CH:24]=1)[NH:21][C:20](C(O)=O)=[CH:19]2.Cl.CN(C)CCCN=C=NCC.O.ON1C2C=CC=CC=2N=N1.FC(F)(F)C(O)=O>CN(C)C=O.ClCCl>[ClH:15].[Cl:15][C:16]1[CH:17]=[C:18]2[C:22](=[CH:23][CH:24]=1)[NH:21][C:20]([C:6]([NH:8][C@@H:9]1[CH2:13][CH2:12][CH2:11][C@H:10]1[NH2:14])=[O:7])=[CH:19]2 |f:2.3,4.5,9.10|. Procedure details: trans-N-tert-Butoxycarbonyl-1,2-cyclopentane-diamine (1.40 g) was dissolved in N,N-dimethylformamide (15 ml), and to the solution 5-chloroindole-2-carboxylic acid (1.64 g), 1-(3-dimethylaminopropyl)-3-ethylcarbodiimide hydrochloride (2.68 g) and 1-hydroxybenzotriazole monohydrate (473 mg) were added. The mixture was stirred at room temperature for 23 hours. The solvent was distilled off under reduced pressure, and dichloromethane and a saturated solution of sodium hydrogencarbonate were added to... Reactants: ClC1=CC=C(C=C1)N1N=C(C=C1O)C#N (1-(4-chlorophenyl)-3-cyano-5-hydroxypyrazole), BrCN1S(C2=C(C1=O)C(=CC(=C2)OC)C(C)C)(=O)=O (2-bromomethyl-4-isopropyl-6-methoxy-1,2-benzisothiazol-3(2H)-one 1,1-dioxide), [F-].[K+] (KF), CN(C)C=O (DMF). The solvent is O (water). Reaction conditions: time 3 hour. The product is C(C)(C)C1=CC(=CC2=C1C(N(S2(=O)=O)COC2=CC(=NN2C2=CC=C(C=C2)Cl)C#N)=O)OC (4-isopropyl-6-methoxy-2-[1-(4-chlorophenyl)-3-cyanopyrazol -5-yl-oxymethyl]-1,2-benzisothiazol-3(2H)-one 1,1-dioxide). Isolated yield 61.6%. Reaction SMILES: [Cl:1][C:2]1[CH:7]=[CH:6][C:5]([N:8]2[C:12]([OH:13])=[CH:11][C:10]([C:14]#[N:15])=[N:9]2)=[CH:4][CH:3]=1.Br[CH2:17][N:18]1[C:22](=[O:23])[C:21]2[C:24]([CH:30]([CH3:32])[CH3:31])=[CH:25][C:26]([O:28][CH3:29])=[CH:27][C:20]=2[S:19]1(=[O:34])=[O:33].[F-].[K+].CN(C=O)C>O>[CH:30]([C:24]1[C:21]2[C:22](=[O:23])[N:18]([CH2:17][O:13][C:12]3[N:8]([C:5]4[CH:4]=[CH:3][C:2]([Cl:1])=[CH:7][CH:6]=4)[N:9]=[C:10]([C:14]#[N:15])[CH:11]=3)[S:19](=[O:34])(=[O:33])[C:20]=2[CH:27]=[C:26]([O:28][CH3:29])[CH:25]=1)([CH3:32])[CH3:31] |f:2.3|. Procedure: A mixture of 1-(4-chlorophenyl)-3-cyano-5-hydroxypyrazole (59.7 mg, 0.273 mmol), 2-bromomethyl-4-isopropyl-6-methoxy-1,2-benzisothiazol-3(2H)-one 1,1-dioxide (93.7 mg, 0.27 mmol), KF (15.7 mg, 0.27 mmol) and DMF (5 mL) was stirred at room temperature for 3 hours. The reaction mixture was diluted with water (50 mL) and extracted with ether (3×25 mL). The ether extracts were combined, dried over Na2SO4, filtered and concentrated. The residue was purified by flash chromatography on silica gel eluti... Starting materials: C(C1=CN=CC=C1)(=O)O (nicotinic acid), C1(=CC=CC=C1)S(=O)(=O)Cl (Benzenesulfonyl chloride), ice water, C(Cl)(Cl)Cl (chloroform), ClC1=CC=C(COC2=CC=C(C=C2)C(C)O)C=C1 (4-(4-chlorobenzyloxy)phenyl ethanol). Solvent: N1=CC=CC=C1 (pyridine). Yields the product C(C1=CN=CC=C1)(=O)OCCC1=CC=C(C=C1)OCC1=CC=C(C=C1)Cl (4-(4-Chlorobenzyloxy)phenethyl nicotinate). Isolated yield 84.3%. RXN SMILES: C1(S(Cl)(=O)=O)C=CC=CC=1.[C:11]([OH:19])(=[O:18])[C:12]1[CH:17]=[CH:16][CH:15]=[N:14][CH:13]=1.[Cl:20][C:21]1[CH:37]=[CH:36][C:24]([CH2:25][O:26][C:27]2[CH:32]=[CH:31][C:30]([CH:33](O)[CH3:34])=[CH:29][CH:28]=2)=[CH:23][CH:22]=1.C(Cl)(Cl)Cl>N1C=CC=CC=1>[C:11]([O:19][CH2:34][CH2:33][C:30]1[CH:29]=[CH:28][C:27]([O:26][CH2:25][C:24]2[CH:23]=[CH:22][C:21]([Cl:20])=[CH:37][CH:36]=2)=[CH:32][CH:31]=1)(=[O:18])[C:12]1[CH:17]=[CH:16][CH:15]=[N:14][CH:13]=1. Reported procedure: Benzenesulfonyl chloride (10.6 g, 0.06 mole) is dropped with stirring at 60° C. to a nicotinic acid in 30 ml of pyridine to yield uniform solution. After the solution was stirred at 50°-60° C. for ten minutes, 4-(4-chlorobenzyloxy)phenyl ethanol (13.1 g, 0.05 mole) is added to the solution, and the mixture is stirred for 45 minutes at room temperature. The reaction mixture is poured into 300 ml of ice water to give crystals. The crystals are dissolved into 300 ml of chloroform, the chlorofrom la...